From a dataset of the Open Reaction Database (ORD), a public repository of structured organic reaction records. describe an organic reaction: reactants, conditions, products, and yield As a reaction SMILES: [Cl:1][C:2]1[C:7]([I:8])=[CH:6][C:5]([NH:9][CH:10]([CH3:15])[C:11]([O:13]C)=[O:12])=[C:4]([O:16][CH3:17])[CH:3]=1.O1CCCC1.O[Li].O>O>[Cl:1][C:2]1[C:7]([I:8])=[CH:6][C:5]([NH:9][CH:10]([CH3:15])[C:11]([OH:13])=[O:12])=[C:4]([O:16][CH3:17])[CH:3]=1 |f:2.3|. The reactants are ClC1=CC(=C(C=C1I)NC(C(=O)OC)C)OC (methyl 2-(4-chloro-5-iodo-2-methoxyphenylamino)propanoate), O1CCCC1 (tetrahydrofuran), O[Li].O (LiOH.H2O). The product is ClC1=CC(=C(C=C1I)NC(C(=O)O)C)OC (2-(4-Chloro-5-iodo-2-methoxyphenylamino)propanoic acid). Isolated yield 70.3%. Procedure: To a solution of methyl 2-(4-chloro-5-iodo-2-methoxyphenylamino)propanoate (1.12 g, 3.04 mmol) in mixture of tetrahydrofuran (20 mL) and water (10 mL) at RT, LiOH.H2O (0.51 g, 12.16 mmol) was added and the resulting mixture was stirred for 1 h. The aqueous phase was washed with TBME and then acidified with aqueous HCl (1N) to adjust the pH to 5. The mixture was extracted with ethyl acetate. The organic layer was washed with brine, dried over anhydrous Na2SO4, filtered and concentrated in vacuo t... Run at time 1 hour. Run in O (water).